describe an organic reaction: reactants, conditions, products, and yield From a dataset of the Open Reaction Database (ORD), a public repository of structured organic reaction records. The reactants are C(CC(O)(C(=O)O)CC(=O)O)(=O)O (citric acid), aqueous solution, [OH-].[Na+] (sodium hydroxide), C(C)OC([C@@H](NC(=O)C1(CCCC1)CC(CNC([C@@H](NS(=O)(=O)C)CCCCNC(=O)OC(C)(C)C)=O)C(=O)OC(C)(C)C)CC1=CC=C(C=C1)OC(C)(C)C)=O (N-{1-[3-(N2 -Methanesulphonyl-N6 -t-butyloxycarbonyl-(S)-lysyl-amino)-2(R,S)-t-butyloxycarbonylpropyl]-1-cyclopentanecarbonyl}-O-t- butyl-(S)-tyrosine ethyl ester). The solvent is CC(=O)C (acetone). Reaction conditions: time 10 minute. The product is CS(=O)(=O)N[C@@H](CCCCNC(=O)OC(C)(C)C)C(=O)NCC(CC1(CCCC1)C(=O)N[C@@H](CC1=CC=C(C=C1)OC(C)(C)C)C(=O)O)C(=O)OC(C)(C)C (N-{1-[3-(N2 -Methanesulphonyl-N6 -t-butyloxycarbonyl-(S)-lysyl-amino)-2(R,S)-t-butyloxycarbonylpropyl]-1-cyclopentanecarbonyl}-O-t-butyl-(S)-tyrosine). Yield: 88.5%. Reaction SMILES: C([O:3][C:4](=[O:57])[C@H:5]([CH2:45][C:46]1[CH:51]=[CH:50][C:49]([O:52][C:53]([CH3:56])([CH3:55])[CH3:54])=[CH:48][CH:47]=1)[NH:6][C:7]([C:9]1([CH2:14][CH:15]([C:38]([O:40][C:41]([CH3:44])([CH3:43])[CH3:42])=[O:39])[CH2:16][NH:17][C:18](=[O:37])[C@H:19]([CH2:25][CH2:26][CH2:27][CH2:28][NH:29][C:30]([O:32][C:33]([CH3:36])([CH3:35])[CH3:34])=[O:31])[NH:20][S:21]([CH3:24])(=[O:23])=[O:22])[CH2:13][CH2:12][CH2:11][CH2:10]1)=[O:8])C.[OH-].[Na+].C(O)(=O)CC(CC(O)=O)(C(O)=O)O>CC(C)=O>[CH3:24][S:21]([NH:20][C@H:19]([C:18]([NH:17][CH2:16][CH:15]([C:38]([O:40][C:41]([CH3:44])([CH3:43])[CH3:42])=[O:39])[CH2:14][C:9]1([C:7]([NH:6][C@H:5]([C:4]([OH:57])=[O:3])[CH2:45][C:46]2[CH:47]=[CH:48][C:49]([O:52][C:53]([CH3:54])([CH3:55])[CH3:56])=[CH:50][CH:51]=2)=[O:8])[CH2:13][CH2:12][CH2:11][CH2:10]1)=[O:37])[CH2:25][CH2:26][CH2:27][CH2:28][NH:29][C:30]([O:32][C:33]([CH3:36])([CH3:35])[CH3:34])=[O:31])(=[O:23])=[O:22] |f:1.2|. Reported procedure: N-{1-[3-(N2 -Methanesulphonyl-N6 -t-butyloxycarbonyl-(S)-lysyl-amino)-2(R,S)-t-butyloxycarbonylpropyl]-1-cyclopentanecarbonyl}-O-t- butyl-(S)-tyrosine ethyl ester (2.21 g, 2.68 mmol) was dissolved in acetone (5.5 ml) and then a 1N aqueous solution of sodium hydroxide (5.36 ml, 5.38 mmol) was added. After stirring for 10 minutes at room temeprature the solution was acidified to pH4 with aqueous citric acid (10%). The acetone was then removed on a rotary evaporator and the residue extracted with e... The reactants are [Br-], C[Mg+], CCOCC, CN(C)c1cc(C#N)ccn1. Product: CC(=O)c1ccnc(N(C)C)c1. Reaction SMILES: [Br-:12].[CH3:13][Mg+:14].[CH3:15][CH2:16][O:17][CH2:18][CH3:19].[CH3:1][N:2]([c:3]1[cH:4][c:5]([C:6]#[N:7])[cH:8][cH:9][n:10]1)[CH3:11]>>[CH3:1][N:2]([c:3]1[cH:4][c:5]([C:18](=[O:17])[CH3:19])[cH:8][cH:9][n:10]1)[CH3:11].